From a dataset of the Open Reaction Database (ORD), a public repository of structured organic reaction records. describe an organic reaction: reactants, conditions, products, and yield Starting materials: CC1Nc2ccncc2NC1=O, C=C(C)OC(=O)Cl, c1ccncc1. Product: C=C(C)OC(=O)N1c2ccncc2NC(=O)C1C. Reaction SMILES: [CH3:1][CH:2]1[NH:3][c:4]2[cH:5][cH:6][n:7][cH:8][c:9]2[NH:10][C:11]1=[O:12].[Cl:13][C:14](=[O:15])[O:16][C:17](=[CH2:18])[CH3:19].[cH:20]1[cH:21][cH:22][n:23][cH:24][cH:25]1>>[CH3:1][CH:2]1[N:3]([C:14](=[O:15])[O:16][C:17](=[CH2:18])[CH3:19])[c:4]2[cH:5][cH:6][n:7][cH:8][c:9]2[NH:10][C:11]1=[O:12]. The reactants are [C@@H]1([C@H](O)[C@H](O)[C@@H](CO)O1)N1C=NC=2C(O)=NC=NC12 (inosine), ester, IV, [H][H] (hydrogen). Reagents/catalysts: [Pd] (palladium). Yields the product [C@@H]1(CC[C@@H](CO)O1)N1C=NC=2C(O)=NC=NC12 (2',3'-dideoxyinosine). As a reaction SMILES: [C@@H:1]1([N:10]2[C:19]3[N:18]=[CH:17][N:16]=[C:14]([OH:15])[C:13]=3[N:12]=[CH:11]2)[O:9][C@H:6]([CH2:7][OH:8])[C@@H:4](O)[C@H:2]1O.[H][H]>[Pd]>[C@@H:1]1([N:10]2[C:19]3[N:18]=[CH:17][N:16]=[C:14]([OH:15])[C:13]=3[N:12]=[CH:11]2)[O:9][C@H:6]([CH2:7][OH:8])[CH2:4][CH2:2]1. Procedure details: In Step 4, inosine derivative (IV') is subjected to reduction with hydrogen (H2) in an organic solvent over a palladium catalyst. This reduction proceeds with minimum substrate decomposition. This is followed by hydrolysis or ester exchange reaction, giving 2',3'-dideoxyinosine derivative (A'). Reactants: ClC1=CC=2C(N(CC(OC2N=C1)CCCl)C)=O (7-Chloro-2-(2-chloroethyl)-2,3-dihydro-4-methylpyrido [3,2-f][1,4]oxazepin-5(4H)-one), 2,4-bis(4-methoxyphenyl)-1,3-dithia-2,4-diphosphetane-2,4-dilsulfide, COC1=CC=C(C=C1)P1(SP(S1)(C1=CC=C(C=C1)OC)=S)=S (2,4-bis(4-methoxyphenyl)-1,3-dithia-2,4-diphosphetane-2,4-disulfide). Run in C1(=CC=CC=C1)C (toluene). Reaction conditions: time 2 hour. Yields the product ClC1=CC=2C(N(CC(OC2N=C1)CCCl)C)=S (7-Chloro-2-(2-chloroethyl)-2,3-dihydro-4-methylpyrido[3,2-f][1,4]oxazepin-5(4H)thione). As a reaction SMILES: [Cl:1][C:2]1[CH:12]=[N:11][C:10]2[O:9][CH:8]([CH2:13][CH2:14][Cl:15])[CH2:7][N:6]([CH3:16])[C:5](=O)[C:4]=2[CH:3]=1.COC1C=CC(P2(=S)SP(=S)(C3C=CC(OC)=CC=3)[S:27]2)=CC=1>C1(C)C=CC=CC=1>[Cl:1][C:2]1[CH:12]=[N:11][C:10]2[O:9][CH:8]([CH2:13][CH2:14][Cl:15])[CH2:7][N:6]([CH3:16])[C:5](=[S:27])[C:4]=2[CH:3]=1. Reported procedure: 7-Chloro-2-(2-chloroethyl)-2,3-dihydro-4-methylpyrido [3,2-f][1,4]oxazepin-5(4H)-one, 6.0 g (0.022 mole) was suspended in 200 ml of toluene. To this suspension was added 2,4-bis(4-methoxyphenyl)-1,3-dithia-2,4-diphosphetane-2,4-dilsulfide. The mixture was heated to reflux with vigorous stirring for 2 hours. Because the reaction was not complete, an additional amount (3.0 g) of 2,4-bis(4-methoxyphenyl)-1,3-dithia-2,4-diphosphetane-2,4-disulfide was added and the mixture stirred at reflux for 2 hr... RXN SMILES: C1(C2C=CC=CC=2)C=CC(C2OC(=O)CC2)=CC=1.[C:19]1([C:32]2[CH:37]=[CH:36][CH:35]=[CH:34][CH:33]=2)[CH:24]=[CH:23][C:22]([C:25]([CH2:27][CH2:28][C:29]([OH:31])=[O:30])=[O:26])=[CH:21][CH:20]=1.[BH4-].[Na+]>C(O)(=O)C>[C:19]1([C:32]2[CH:33]=[CH:34][CH:35]=[CH:36][CH:37]=2)[CH:20]=[CH:21][C:22]([CH:25]([OH:26])[CH2:27][CH2:28][C:29]([OH:31])=[O:30])=[CH:23][CH:24]=1 |f:2.3|. Product: C1(=CC=C(C=C1)C(CCC(=O)O)O)C1=CC=CC=C1 (4-(4-biphenylyl)-4-hydroxybutyric acid). Procedure details: The compound 5-(4-biphenylyl)dihydro-2-(3H)-furanone may be prepared by treating 3-(4-biphenylylcarbonyl)-propionic acid in basic medium with sodium borohydride. The addition of acetic acid precipitates a solid which is again treated with sodium borohydride in basic medium, and precipitated with glacial acetic acid giving 4-(4-biphenylyl)-4-hydroxybutyric acid. This product is treated with a mineral acid and then neutralized with sodium acetate giving the desired product. Run in C(C)(=O)O (acetic acid). Reactants: C1(=CC=C(C=C1)C1CCC(O1)=O)C1=CC=CC=C1 (5-(4-biphenylyl)dihydro-2-(3H)-furanone), C1(=CC=C(C=C1)C(=O)CCC(=O)O)C1=CC=CC=C1 (3-(4-biphenylylcarbonyl)-propionic acid), [BH4-].[Na+] (sodium borohydride). The reactants are NCCC=1N(C=CC1)C (2-(2-aminoethyl)-1-methylpyrrol), C(C)(=O)NC1=CC=C(C=C1)S(=O)(=O)Cl (p-acetamidobenzenesulphonylchloride). Yields the product C(C)(=O)NC1=CC=C(C=C1)S(=O)(=O)NCCC=1N(C=CC1)C (2-[2-(p-Acetamidobenzenesulphonylamino)-ethyl]-1-methylpyrrol). As a reaction SMILES: [NH2:1][CH2:2][CH2:3][C:4]1[N:5]([CH3:9])[CH:6]=[CH:7][CH:8]=1.[C:10]([NH:13][C:14]1[CH:19]=[CH:18][C:17]([S:20](Cl)(=[O:22])=[O:21])=[CH:16][CH:15]=1)(=[O:12])[CH3:11]>>[C:10]([NH:13][C:14]1[CH:15]=[CH:16][C:17]([S:20]([NH:1][CH2:2][CH2:3][C:4]2[N:5]([CH3:9])[CH:6]=[CH:7][CH:8]=2)(=[O:22])=[O:21])=[CH:18][CH:19]=1)(=[O:12])[CH3:11]. Procedure: Prepared from 2-(2-aminoethyl)-1-methylpyrrol and p-acetamidobenzenesulphonylchloride analogously to Example A. Starting materials: O (water), NaH2PO4, C(C)(=O)OC1=CC=C(C=C1)C(=NOCC1=CC=CC=C1)OCC1=CC=CC=C1 (4-{(Benzyloxy)[(benzyloxy)imino]methyl}phenyl acetate). The solvent is CO (methanol), CO (methanol). Product: C(C1=CC=CC=C1)ON=C(OCC1=CC=CC=C1)C1=CC=C(C=C1)O (Benzyl N-(benzyloxy)-4-hydroxybenzenecarboximidoate). Isolated yield 96.3%. Reaction SMILES: C([O:4][C:5]1[CH:10]=[CH:9][C:8]([C:11]([O:21][CH2:22][C:23]2[CH:28]=[CH:27][CH:26]=[CH:25][CH:24]=2)=[N:12][O:13][CH2:14][C:15]2[CH:20]=[CH:19][CH:18]=[CH:17][CH:16]=2)=[CH:7][CH:6]=1)(=O)C.O>CO>[CH2:14]([O:13][N:12]=[C:11]([C:8]1[CH:7]=[CH:6][C:5]([OH:4])=[CH:10][CH:9]=1)[O:21][CH2:22][C:23]1[CH:28]=[CH:27][CH:26]=[CH:25][CH:24]=1)[C:15]1[CH:16]=[CH:17][CH:18]=[CH:19][CH:20]=1. Reported procedure: To a solution of 4-{(benzyloxy)[(benzyloxy)imino]methyl}phenyl acetate (19) (1.671 g, 4.45 mmol) in dry methanol (30 ml) 3.43 N sodium methoxide solution in methanol (1.3 ml, 4.46 mmol) was added and the reaction mixture was stirred at ambient temperature until the starting material disappeared (ca. 1 hour). The mixture was poured into a mixture of water (60 ml) and saturated NaH2PO4 (30 ml), and extracted with ethyl acetate (2×25 ml). The extract was washed with brine (30 ml) and dried (Na2SO4)...